This data is from the Open Reaction Database (ORD), a public repository of structured organic reaction records. The task is: describe an organic reaction: reactants, conditions, products, and yield Reactants: C, COc1cc2c(Oc3ccc(NC(=O)Nc4ccc(F)cc4F)c(Cl)c3)ccnc2cc1OCc1ccccc1, CCOC(C)=O, CN(C)C=O, [H][H], [Pd]. The product is COc1cc2c(Oc3ccc(NC(=O)Nc4ccc(F)cc4F)c(Cl)c3)ccnc2cc1O. Reaction SMILES: [C:54].[CH2:1]([c:2]1[cH:3][cH:4][cH:5][cH:6][cH:7]1)[O:8][c:9]1[c:10]([O:39][CH3:40])[cH:11][c:12]2[c:13]([O:19][c:20]3[cH:21][c:22]([Cl:38])[c:23]([NH:26][C:27](=[O:28])[NH:29][c:30]4[c:31]([F:37])[cH:32][c:33]([F:36])[cH:34][cH:35]4)[cH:24][cH:25]3)[cH:14][cH:15][n:16][c:17]2[cH:18]1.[CH3:43][CH2:44][O:45][C:46](=[O:47])[CH3:48].[CH3:49][N:50]([CH3:51])[CH:52]=[O:53].[H:41][H:42].[Pd:55]>>[OH:8][c:9]1[c:10]([O:39][CH3:40])[cH:11][c:12]2[c:13]([O:19][c:20]3[cH:21][c:22]([Cl:38])[c:23]([NH:26][C:27](=[O:28])[NH:29][c:30]4[c:31]([F:37])[cH:32][c:33]([F:36])[cH:34][cH:35]4)[cH:24][cH:25]3)[cH:14][cH:15][n:16][c:17]2[cH:18]1. The reactants are CCOC(=O)c1ccc(-c2c(F)c(OC)cc(OC)c2F)c2nccnc12, C[Al](C)C, ClCCl, Nc1ccc(CN2CCNC(=O)C2)cn1, [Na+], O=C([O-])O. RXN SMILES: [CH2:1]([O:2][C:4](=[O:5])[c:6]1[c:7]2[n:8][cH:9][cH:10][n:11][c:12]2[c:13](-[c:16]2[c:17]([F:27])[c:18]([O:25][CH3:26])[cH:19][c:20]([O:23][CH3:24])[c:21]2[F:22])[cH:14][cH:15]1)[CH3:3].[CH3:43][Al:44]([CH3:45])[CH3:46].[Cl:52][CH2:53][Cl:54].[NH2:28][c:29]1[cH:30][cH:31][c:32]([CH2:35][N:36]2[CH2:37][C:38](=[O:42])[NH:39][CH2:40][CH2:41]2)[cH:33][n:34]1.[Na+:51].[O-:47][C:48]([OH:49])=[O:50]>>[C:4](=[O:5])([c:6]1[c:7]2[n:8][cH:9][cH:10][n:11][c:12]2[c:13](-[c:16]2[c:17]([F:27])[c:18]([O:25][CH3:26])[cH:19][c:20]([O:23][CH3:24])[c:21]2[F:22])[cH:14][cH:15]1)[NH:28][c:29]1[cH:30][cH:31][c:32]([CH2:35][N:36]2[CH2:37][C:38](=[O:42])[NH:39][CH2:40][CH2:41]2)[cH:33][n:34]1. Product: COc1cc(OC)c(F)c(-c2ccc(C(=O)Nc3ccc(CN4CCNC(=O)C4)cn3)c3nccnc23)c1F. Starting materials: [NH4+].[Cl-] (NH4Cl), C1(CC1)COC=1C=C(C=CC1[N+](=O)[O-])CC(=O)OCC (Ethyl 2-(3-(cyclopropylmethoxy)-4-nitrophenyl)acetate), C(C(C)C)Br (isobutyl bromide), [H-].[Na+] (NaH). Solvent: CN(C)C=O (DMF). Conditions: temperature 25 celsius, time 0.5 hour. Product: C1(CC1)COC=1C=C(C=CC1[N+](=O)[O-])C(C(=O)OCC)CC(C)C (ethyl 2-(3-(cyclopropylmethoxy)-4-nitrophenyl)-4-methylpentanoate). Yield: 78.7%. RXN SMILES: [CH:1]1([CH2:4][O:5][C:6]2[CH:7]=[C:8]([CH2:15][C:16]([O:18][CH2:19][CH3:20])=[O:17])[CH:9]=[CH:10][C:11]=2[N+:12]([O-:14])=[O:13])[CH2:3][CH2:2]1.[H-].[Na+].[CH2:23](Br)[CH:24]([CH3:26])[CH3:25].[NH4+].[Cl-]>CN(C=O)C>[CH:1]1([CH2:4][O:5][C:6]2[CH:7]=[C:8]([CH:15]([CH2:23][CH:24]([CH3:26])[CH3:25])[C:16]([O:18][CH2:19][CH3:20])=[O:17])[CH:9]=[CH:10][C:11]=2[N+:12]([O-:14])=[O:13])[CH2:2][CH2:3]1 |f:1.2,4.5|. Procedure details: Ethyl 2-(3-(cyclopropylmethoxy)-4-nitrophenyl)acetate (2.2 g, 7.8 mmol) was dissolved in 20 mL anhydrous DMF and NaH (60% wt. in oil, 0.189 g, 7.8 mmol) was added at 0° C. The reaction mixture was stirred for 0.5 h at 25° C. and isobutyl bromide (1.08 g, 7.8 mmol) was added drop wise at 0° C. The reaction mixture was stirred at 0° C. for 1 h and saturated NH4Cl solution (10 mL) was added. The reaction mixture was extracted with EtOAc (3×20 mL) and the combined organic phases were washed with wat... Starting materials: COC(CC1=CC(=C(C=C1)OC)OC1=C(C=C(C=C1)Br)CN1C(O[C@@H]([C@@H]1C)C1=CC=CC=C1)=O)=O ({3-[4-bromo-2-((4S,5R)-4-methyl-2-oxo-5-phenyl-oxazolidin-3-ylmethyl)-phenoxy]-4-methoxy-phenyl}-acetic acid methyl ester), COC1=C(C=CC=C1)B(O)O (2-methoxyphenylboronic acid). Product: BrC1=CC(=C(OC=2C=C(C=CC2OC)CC(=O)O)C=C1)CN1C(O[C@@H]([C@@H]1C)C1=CC=CC=C1)=O ({3-[4-Bromo-2-((4S,5R)-4-methyl-2-oxo-5-phenyl-oxazolidin-3-ylmethyl)-phenoxy]-4-methoxy-phenyl}-acetic acid). RXN SMILES: C[O:2][C:3](=[O:35])[CH2:4][C:5]1[CH:10]=[CH:9][C:8]([O:11][CH3:12])=[C:7]([O:13][C:14]2[CH:19]=[CH:18][C:17]([Br:20])=[CH:16][C:15]=2[CH2:21][N:22]2[C@@H:26]([CH3:27])[C@@H:25]([C:28]3[CH:33]=[CH:32][CH:31]=[CH:30][CH:29]=3)[O:24][C:23]2=[O:34])[CH:6]=1.COC1C=CC=CC=1B(O)O>>[Br:20][C:17]1[CH:18]=[CH:19][C:14]([O:13][C:7]2[CH:6]=[C:5]([CH2:4][C:3]([OH:35])=[O:2])[CH:10]=[CH:9][C:8]=2[O:11][CH3:12])=[C:15]([CH2:21][N:22]2[C@@H:26]([CH3:27])[C@@H:25]([C:28]3[CH:33]=[CH:32][CH:31]=[CH:30][CH:29]=3)[O:24][C:23]2=[O:34])[CH:16]=1. Reported procedure: Prepared according to the procedure described in Example 19, Step 3, using the following starting materials: {3-[4-bromo-2-((4S,5R)-4-methyl-2-oxo-5-phenyl-oxazolidin-3-ylmethyl)-phenoxy]-4-methoxy-phenyl}-acetic acid methyl ester and 2-methoxyphenylboronic acid. Starting materials: COc1cc2c3c(c1)c(O)c(C(=O)O)c(=O)n3CCO2, CCOC(=O)C1Cc2ccccc2N1, C(=NC1CCCCC1)=NC1CCCCC1, Cc1ccccc1. Yields the product CCOC(=O)C1Cc2ccccc2N1C(=O)c1c(O)c2cc(OC)cc3c2n(c1=O)CCO3. As a reaction SMILES: [C:1](=[O:2])([OH:3])[c:4]1[c:5]([OH:20])[c:6]2[cH:7][c:8]([O:18][CH3:19])[cH:9][c:10]3[c:11]2[n:12]([c:16]1=[O:17])[CH2:13][CH2:14][O:15]3.[CH2:21]([CH3:22])[O:23][C:24](=[O:25])[CH:26]1[NH:27][c:28]2[cH:29][cH:30][cH:31][cH:32][c:33]2[CH2:34]1.[CH2:35]1[CH2:36][CH2:37][CH:38]([N:39]=[C:40]=[N:41][CH:42]2[CH2:43][CH2:44][CH2:45][CH2:46][CH2:47]2)[CH2:48][CH2:49]1.[CH3:50][c:51]1[cH:52][cH:53][cH:54][cH:55][cH:56]1>>[C:1](=[O:3])([c:4]1[c:5]([OH:20])[c:6]2[cH:7][c:8]([O:18][CH3:19])[cH:9][c:10]3[c:11]2[n:12]([c:16]1=[O:17])[CH2:13][CH2:14][O:15]3)[N:27]1[CH:26]([C:24]([O:23][CH2:21][CH3:22])=[O:25])[CH2:34][c:33]2[c:28]1[cH:29][cH:30][cH:31][cH:32]2. Starting materials: Cl.N[C@@H]1CC[C@H](CC1)O (trans-4-aminocyclohexanol hydrochloride), [H-].[Na+] (sodium hydride), FC=1C=C2C=CN(C(C2=CC1C)=O)CC1=CC=C(C=C1)OC (6-fluoro-2-(4-methoxy-benzyl)-7-methyl-2H-isoquinolin-1-one), ice water. The solvent is CC(=O)N(C)C (dimethylacetamide), CC(=O)N(C)C (dimethylacetamide). Reaction conditions: temperature 80 celsius, time 15 minute. The product is N[C@@H]1CC[C@H](CC1)OC=1C=C2C=CN(C(C2=CC1C)=O)CC1=CC=C(C=C1)OC (6-(trans-4-Amino-cyclohexyloxy)-2-(4-methoxy-benzyl)-7-methyl-2H-isoquinolin-1-one). As a reaction SMILES: Cl.[NH2:2][C@H:3]1[CH2:8][CH2:7][C@H:6]([OH:9])[CH2:5][CH2:4]1.[H-].[Na+].F[C:13]1[CH:14]=[C:15]2[C:20](=[CH:21][C:22]=1[CH3:23])[C:19](=[O:24])[N:18]([CH2:25][C:26]1[CH:31]=[CH:30][C:29]([O:32][CH3:33])=[CH:28][CH:27]=1)[CH:17]=[CH:16]2>CC(N(C)C)=O>[NH2:2][C@H:3]1[CH2:8][CH2:7][C@H:6]([O:9][C:13]2[CH:14]=[C:15]3[C:20](=[CH:21][C:22]=2[CH3:23])[C:19](=[O:24])[N:18]([CH2:25][C:26]2[CH:27]=[CH:28][C:29]([O:32][CH3:33])=[CH:30][CH:31]=2)[CH:17]=[CH:16]3)[CH2:5][CH2:4]1 |f:0.1,2.3|. Reported procedure: To a solution of 1.48 g (9.75 mmol) of trans-4-aminocyclohexanol hydrochloride in 20 ml of dimethylacetamide were added 1.95 g (48.77 mmol) of sodium hydride (60%) and the mixture was stirred for 15 minutes. Subsequently 2.90 g (9.75 mmol) of 6-fluoro-2-(4-methoxy-benzyl)-7-methyl-2H-isoquinolin-1-one in 30 ml of dimethylacetamide were added and the reaction mixture was heated to 80° C. for 2 days. After cooling, the mixture was poured into 300 ml of ice water and the precipitated crude product ... Reactants: NC=1C=CC2=C(CCC3CC(NN=C23)=O)C1 (8-amino-4,4a,5,6-tetrahydro-2H-benzo(h)-cinnolin-3-one), C(CCC)Br (n-butyl-bromide), C([O-])([O-])=O.[K+].[K+] (potassium carbonate). Solvent: CC(=O)C (acetone). Yields the product C(CCC)N1NC(CC2CCC3=C(C12)C=CC(=C3)N)=O (1-n-butyl-8-amino-4,4a,5,6-tetrahydro-2H-benzo(h)-cinnolin-3-one). RXN SMILES: [NH2:1][C:2]1[CH:3]=[CH:4][C:5]2[C:14]3[CH:9]([CH2:10][C:11](=[O:15])[NH:12][N:13]=3)[CH2:8][CH2:7][C:6]=2[CH:16]=1.[CH2:17](Br)[CH2:18][CH2:19][CH3:20].C(=O)([O-])[O-].[K+].[K+]>CC(C)=O>[CH2:17]([N:13]1[CH:14]2[CH:9]([CH2:8][CH2:7][C:6]3[CH:16]=[C:2]([NH2:1])[CH:3]=[CH:4][C:5]=32)[CH2:10][C:11](=[O:15])[NH:12]1)[CH2:18][CH2:19][CH3:20] |f:2.3.4|. Procedure details: A solution of dl-8-amino-4,4a,5,6-tetrahydro-2H-benzo(h)-cinnolin-3-one (3 g) and n-butyl-bromide (5.7 g) in acetone (75 ml) is heated at reflux temperature in the presence of fine powdered potassium carbonate (5 g). The mixture is filtered, the acetone is evaporated and the residue is partitioned between water and ethyl acetate. The usual work-up affords a crude compound (3.9 g) which is crystallized from methanol to yield dl-1-n-butyl-8-amino-4,4a,5,6-tetrahydro-2H-benzo(h)-cinnolin-3-one m.p.... Run at time 8 hour. Run in C(Cl)(Cl)Cl (chloroform). Starting materials: NC1=NC(=CC(=[N+]1[O-])C)N1CCC=CC1 (2-amino-4-methyl-6-(3,6-dihydro-1-(2H)-pyridinyl) pyrimidine-3-oxide), ClS(=O)(=O)O (chlorosulfonic acid), C(C)(C)N(CC)C(C)C (di-isopropylethylamine). The product is [OH-].NC1=[N+](C(=CC(=N1)N1CCC=CC1)C)OS(=O)(=O)O (2-amino-6-methyl-4-(3,6-dihydro-1(2H)-pyridinyl)-1-(sulfooxy)-pyrimidinium hydroxide). Procedure: A mixture of 1.00 grams of 2-amino-4-methyl-6-(3,6-dihydro-1-(2H)-pyridinyl) pyrimidine-3-oxide, 1.15 grams of chlorosulfonic acid, and 2.50 grams of di-isopropylethylamine in 25 mls of chloroform is stirred overnight. The mixture is concentrated and the residue is stirred with aqueous sodium bicarbonate, filtered, and washed with ether to give 2-amino-6-methyl-4-(3,6-dihydro-1(2H)-pyridinyl)-1-(sulfooxy)-pyrimidinium hydroxide, inner salt. RXN SMILES: [NH2:1][C:2]1[N+:7]([O-:8])=[C:6]([CH3:9])[CH:5]=[C:4]([N:10]2[CH2:15][CH:14]=[CH:13][CH2:12][CH2:11]2)[N:3]=1.Cl[S:17]([OH:20])(=[O:19])=[O:18].C(N(C(C)C)CC)(C)C>C(Cl)(Cl)Cl>[OH-:8].[NH2:1][C:2]1[N:3]=[C:4]([N:10]2[CH2:11][CH:12]=[CH:13][CH2:14][CH2:15]2)[CH:5]=[C:6]([CH3:9])[N+:7]=1[O:8][S:17]([OH:20])(=[O:19])=[O:18] |f:4.5|. Reactants: CN(C)C=O, Clc1ncccn1, [K+], [K+], O=C([O-])[O-], C1CC2(CCN1)OCCO2, O. Yields the product c1cnc(N2CCC3(CC2)OCCO3)nc1. As a reaction SMILES: [CH3:24][N:25]([CH3:26])[CH:27]=[O:28].[Cl:1][c:2]1[n:3][cH:4][cH:5][cH:6][n:7]1.[K+:18].[K+:19].[O-:20][C:21]([O-:22])=[O:23].[O:8]1[CH2:9][CH2:10][O:11][C:12]12[CH2:13][CH2:14][NH:15][CH2:16][CH2:17]2.[OH2:29]>>[c:2]1([N:15]2[CH2:14][CH2:13][C:12]3([O:8][CH2:9][CH2:10][O:11]3)[CH2:17][CH2:16]2)[n:3][cH:4][cH:5][cH:6][n:7]1.